This data is from the Open Reaction Database (ORD), a public repository of structured organic reaction records. The task is: describe an organic reaction: reactants, conditions, products, and yield Starting materials: C1(=CC=CC=C1)P(CCN)C1=CC=CC=C1 (2-diphenylphosphino-ethylamine), C1(CCCCC1)C=O (cyclohexane carbaldehyde). The solvent is C(C)O (ethanol). Yields the product C1(CCCCC1)C=NCCP(C1=CC=CC=C1)C1=CC=CC=C1 (N-[cyclohexylmethylene]-N-[2-(diphenylphosphino)ethyl]amine). Isolated yield 98.0%. Reaction SMILES: [C:1]1([P:7]([C:11]2[CH:16]=[CH:15][CH:14]=[CH:13][CH:12]=2)[CH2:8][CH2:9][NH2:10])[CH:6]=[CH:5][CH:4]=[CH:3][CH:2]=1.[CH:17]1([CH:23]=O)[CH2:22][CH2:21][CH2:20][CH2:19][CH2:18]1>C(O)C>[CH:17]1([CH:23]=[N:10][CH2:9][CH2:8][P:7]([C:11]2[CH:16]=[CH:15][CH:14]=[CH:13][CH:12]=2)[C:1]2[CH:2]=[CH:3][CH:4]=[CH:5][CH:6]=2)[CH2:22][CH2:21][CH2:20][CH2:19][CH2:18]1. Procedure: Under argon, a solution of 2-diphenylphosphino-ethylamine (619.0 mg, 2.7 mmol) and cyclohexane carbaldehyde (306.2 mg, 2.73 mmol) in ethanol (15 mL) was heated at 65° C. (oil bath) for 4 h. Then, the solvent was removed in-vacuo to give the desired product (>98% by 1H-NMR) as a colourless liquid (880.5 mg, 2.7 mmmol, quantitative). Starting materials: CC(C)(C)[O-], Clc1ncccn1, O=Cc1cc(Cl)ccc1O, [K+], CN(C)C=O. The product is O=Cc1cc(Cl)ccc1Oc1ncccn1. As a reaction SMILES: [CH3:18][C:19]([CH3:20])([O-:21])[CH3:22].[Cl:11][c:12]1[n:13][cH:14][cH:15][cH:16][n:17]1.[Cl:1][c:2]1[cH:3][cH:4][c:5]([OH:10])[c:6]([CH:7]=[O:8])[cH:9]1.[K+:23].[O:24]=[CH:25][N:26]([CH3:27])[CH3:28]>>[Cl:1][c:2]1[cH:3][cH:4][c:5]([O:10][c:12]2[n:13][cH:14][cH:15][cH:16][n:17]2)[c:6]([CH:7]=[O:8])[cH:9]1. Run at time 15 minute. The reactants are CN(S(=O)(=O)C=1C=NC=C(C1)Br)C (5-bromo-pyridine-3-sulfonic acid dimethylamide), C(C)(C)[N-]C(C)C.[Li+] (lithium diisopropylamide), IC (iodomethane). RXN SMILES: [CH3:1][N:2]([CH3:13])[S:3]([C:6]1[CH:7]=[N:8][CH:9]=[C:10]([Br:12])[CH:11]=1)(=[O:5])=[O:4].[CH:14]([N-]C(C)C)(C)C.[Li+].IC>C1COCC1>[CH3:1][N:2]([CH3:13])[S:3]([C:6]1[CH:7]=[N:8][CH:9]=[C:10]([Br:12])[C:11]=1[CH3:14])(=[O:4])=[O:5] |f:1.2|. Procedure: To a solution of 5-bromo-pyridine-3-sulfonic acid dimethylamide (CAS #896160-99-9, 100 mg, 0.377 mmol) in THF (3.8 mL) at −78° C. was added lithium diisopropylamide (0.5 M solution in THF, 0.85 mL, 0.42 mmol). The reaction was stirred for 15 minutes, at which time iodomethane (0.030 mL, 0.48 mmol) was added. The reaction was stirred for an additional 15 minutes and was then quenched with saturated aqueous ammonium chloride. Next, the reaction was diluted with water, dichloromethane, and saturate... Solvent: C1CCOC1 (THF). Product: CN(S(=O)(=O)C=1C=NC=C(C1C)Br)C (5-bromo-4-methyl-pyridine-3-sulfonic acid dimethylamide). The reactants are CC(C)(C)OC(=O)N1CC2CNCC2C1, Cl, O=S(=O)(c1cccc(F)c1)c1cnc2c(I)cccc2c1. Yields the product Cl, O=S(=O)(c1cccc(F)c1)c1cnc2c(N3CC4CNCC4C3)cccc2c1. Reaction SMILES: [C:22]([O:23][C:24](=[O:25])[N:29]1[CH2:30][CH:31]2[CH2:32][NH:33][CH2:34][CH:35]2[CH2:36]1)([CH3:26])([CH3:27])[CH3:28].[ClH:37].[F:1][c:2]1[cH:3][c:4]([S:8](=[O:9])(=[O:10])[c:11]2[cH:12][n:13][c:14]3[c:15]([I:21])[cH:16][cH:17][cH:18][c:19]3[cH:20]2)[cH:5][cH:6][cH:7]1>>[ClH:37].[F:1][c:2]1[cH:3][c:4]([S:8](=[O:9])(=[O:10])[c:11]2[cH:12][n:13][c:14]3[c:15]([N:29]4[CH2:30][CH:31]5[CH2:32][NH:33][CH2:34][CH:35]5[CH2:36]4)[cH:16][cH:17][cH:18][c:19]3[cH:20]2)[cH:5][cH:6][cH:7]1. Starting materials: CN(/C=C/C(=O)C1=NN(C=CC1=O)C1=CC=C(C=C1)OC(F)(F)F)C (3-((E)-3-Dimethylamino-acryloyl)-1-(4-trifluoromethoxy-phenyl)-1H-pyridazin-4-one), CC1=NSC(=C1)NN ((3-methyl-isothiazol-5-yl)-hydrazine). Yields the product CC1=NSC(=C1)N1N=CC=C1C1=NN(C=CC1=O)C1=CC=C(C=C1)OC(F)(F)F (3-[2-(3-Methyl-isothiazol-5-yl)-2H-pyrazol-3-yl]-1-(4-trifluoromethoxy-phenyl)-1H-pyridazin-4-one). Reaction SMILES: CN(C)/[CH:3]=[CH:4]/[C:5]([C:7]1[C:12](=[O:13])[CH:11]=[CH:10][N:9]([C:14]2[CH:19]=[CH:18][C:17]([O:20][C:21]([F:24])([F:23])[F:22])=[CH:16][CH:15]=2)[N:8]=1)=O.[CH3:26][C:27]1[CH:31]=[C:30]([NH:32][NH2:33])[S:29][N:28]=1>>[CH3:26][C:27]1[CH:31]=[C:30]([N:32]2[C:5]([C:7]3[C:12](=[O:13])[CH:11]=[CH:10][N:9]([C:14]4[CH:19]=[CH:18][C:17]([O:20][C:21]([F:23])([F:22])[F:24])=[CH:16][CH:15]=4)[N:8]=3)=[CH:4][CH:3]=[N:33]2)[S:29][N:28]=1. Procedure: The product was obtained starting from 3-((E)-3-Dimethylamino-acryloyl)-1-(4-trifluoromethoxy-phenyl)-1H-pyridazin-4-one (A-8) and (3-methyl-isothiazol-5-yl)-hydrazine according to the method described for example 43. MS: M=420.0 (M+H)+